describe an organic reaction: reactants, conditions, products, and yield From a dataset of the Open Reaction Database (ORD), a public repository of structured organic reaction records. Product: COC(=O)CCCC(=O)C=C(O)c1cc(C)cs1. Reactants: C1CCCCC1, C1CCOC1, CC(=O)c1cc(C)cs1, CC(C)[N-]C(C)C, COC(=O)CCCC(=O)Cl, Cl, [Li+], C1CCOC1. As a reaction SMILES: [CH2:14]1[CH2:15][CH2:16][CH2:17][CH2:18][CH2:19]1.[CH2:40]1[O:41][CH2:42][CH2:43][CH2:44]1.[CH3:20][c:21]1[cH:22][c:23]([C:26]([CH3:27])=[O:28])[s:24][cH:25]1.[CH:6]([N-:7][CH:8]([CH3:9])[CH3:10])([CH3:11])[CH3:12].[Cl:29][C:30](=[O:31])[CH2:32][CH2:33][CH2:34][C:35](=[O:36])[O:37][CH3:38].[ClH:39].[Li+:13].[O:1]1[CH2:2][CH2:3][CH2:4][CH2:5]1>>[CH3:20][c:21]1[cH:22][c:23]([C:26](=[CH:27][C:30](=[O:31])[CH2:32][CH2:33][CH2:34][C:35](=[O:36])[O:37][CH3:38])[OH:28])[s:24][cH:25]1. Run in CN(C=O)C (N,N-dimethylformamide). Run at time 2 hour. Procedure: To a solution of 4′-ethoxycarbonyl-2-bromoacetophenone (2.0 g) in N,N-dimethylformamide (8 ml) was added sodium azide (480 mg) at 0° C., and stirred for 2 hours at room temperature. The reaction mixture was poured into water (100 ml), extracted with diethyl ether (200 ml×2), washed with brine, and dried over magnesium sulfate. Magnesium sulfate was filtered off, and the filtrate was evaporated under reduced pressure. The product was purified by silica gel column chromatography (ethyl acetate:hex... The product is N(=[N+]=[N-])CC(=O)C1=CC=C(C=C1)C(=O)OCC (2-azido-4′-ethoxycarbonylacetophenone). Reaction SMILES: [CH2:1]([O:3][C:4]([C:6]1[CH:11]=[CH:10][C:9]([C:12](=[O:15])[CH2:13]Br)=[CH:8][CH:7]=1)=[O:5])[CH3:2].[N-:16]=[N+:17]=[N-:18].[Na+].O>CN(C)C=O>[N:16]([CH2:13][C:12]([C:9]1[CH:10]=[CH:11][C:6]([C:4]([O:3][CH2:1][CH3:2])=[O:5])=[CH:7][CH:8]=1)=[O:15])=[N+:17]=[N-:18] |f:1.2|. The yield is 84.9%. The reactants are C(C)OC(=O)C1=CC=C(C=C1)C(CBr)=O (4′-ethoxycarbonyl-2-bromoacetophenone), [N-]=[N+]=[N-].[Na+] (sodium azide), O (water). Procedure details: Compound 98f was prepared from 38 (0.514 g, 1.75 mmol) as described above for 28a to give 0.346 g (0.849 mmol, 49%) of the product as a yellow solid following flash chromatography (1:19 Et2O:hexanes) and recrystallization from Et2O/hexanes. (0.291 g E; 0.055 g Z) Reaction SMILES: [Br:1][C:2]1[C:3]([CH:16]=O)=[C:4]([O:14][CH3:15])[C:5]2[C:10]([C:11]=1[O:12][CH3:13])=[CH:9][CH:8]=[CH:7][CH:6]=2.CO[C:20]1C2C(=CC=CC=2)C(OC)=C[C:21]=1/[CH:32]=[C:33](\C)/[C:34]([O:36][CH2:37][CH3:38])=[O:35]>CCOCC>[Br:1][C:2]1[C:3](/[CH:16]=[C:33](\[CH2:32][CH2:21][CH3:20])/[C:34]([O:36][CH2:37][CH3:38])=[O:35])=[C:4]([O:14][CH3:15])[C:5]2[C:10]([C:11]=1[O:12][CH3:13])=[CH:9][CH:8]=[CH:7][CH:6]=2. Yields the product BrC=1C(=C(C2=CC=CC=C2C1OC)OC)/C=C(/C(=O)OCC)\CCC (Ethyl (E)-3-(3-bromo-1,4-dimethoxynaphthalen-2-yl)-2-propylpropenoate). The reactants are BrC=1C(=C(C2=CC=CC=C2C1OC)OC)C=O (3-bromo-1,4-dimethoxy-2-naphthaldehyde), product, Et2O hexanes, COC1=C(C=C(C2=CC=CC=C12)OC)/C=C(/C(=O)OCC)\C (Ethyl (E)-3-(1,4-dimethoxynaphthalen-2-yl)-2-methylpropenoate). The solvent is hexanes, CCOCC (Et2O). Reactants: BrC1=CC=C(C=C1)[C@H]1CN(CCO1)[C@H](C)C1=CC=CC=C1 ((2S)-2-(4-bromophenyl)-4-((1R)-1-phenylethyl)morpholine), BrC1=CC=C(C=C1)[C@H]1CN(CCO1)[C@H](C)C1=CC=CC=C1 ((2S)-2-(4-bromophenyl)-4-((1R)-1-phenylethyl)morpholine), ClC(=O)OC(C)Cl (1-chloroethyl chloroformate). Run in ClCCCl (1,2-dichloroethane). The product is Cl.BrC1=CC=C(C=C1)[C@H]1CNCCO1 ((2S)-2-(4-bromophenyl)morpholine hydrochloride). The yield is 93.7%. As a reaction SMILES: [Br:1][C:2]1[CH:7]=[CH:6][C:5]([C@@H:8]2[O:13][CH2:12][CH2:11][N:10]([C@@H](C3C=CC=CC=3)C)[CH2:9]2)=[CH:4][CH:3]=1.[Cl:22]C(OC(Cl)C)=O>ClCCCl>[ClH:22].[Br:1][C:2]1[CH:3]=[CH:4][C:5]([C@@H:8]2[O:13][CH2:12][CH2:11][NH:10][CH2:9]2)=[CH:6][CH:7]=1 |f:3.4|. Reported procedure: To a solution of (2S)-2-(4-bromophenyl)-4-((1R)-1-phenylethyl)morpholine (intermediate 13, 50.0 g, 144 mmol) in 1,2-dichloroethane (240 ml) was added 1-chloroethyl chloroformate (103 g, 722 mmol) at room temperature. The mixture was refluxed for 8 hours. The mixture was concentrated under reduced pressure and methanol (120 ml) was added. The mixture was refluxed for 3 hours, and was concentrated under reduced pressure to afford the crude product. This crude product was washed with acetone, dried... The reactants are C[C@@H]1CNC(=O)[C@H](NC(=O)/C=C/C[C@H](OC(=O)[C@@H](OC1=O)CC(C)C)[C@H](C)[C@H]([C@H](C2=CC=CC=C2)Cl)O)CC3=CC(=C(C=C3)OC)Cl (Cryptophycin 8), [Li+].[Br-] (LiBr). The solvent is CC(=O)C (acetone). Run at temperature 90 celsius, time 24 hour. Yields the product CC1CNC(=O)C(NC(=O)/C=C/CC(OC(=O)C(OC1=O)CC(C)C)C(C)C2C(O2)C3=CC=CC=C3)CC4=CC(=C(C=C4)OC)Cl (Cryptophycin). The yield is 22.2%. As a reaction SMILES: [CH3:1][C@H:2]1[C:20](=[O:21])[O:19][C@@H:18]([CH2:22][CH:23]([CH3:25])[CH3:24])[C:16](=[O:17])[O:15][C@H:14]([C@@H:26]([C@@H:28]([OH:37])[C@@H:29](Cl)[C:30]2[CH:35]=[CH:34][CH:33]=[CH:32][CH:31]=2)[CH3:27])[CH2:13][CH:12]=[CH:11][C:9](=[O:10])[NH:8][C@H:7]([CH2:38][C:39]2[CH:44]=[CH:43][C:42]([O:45][CH3:46])=[C:41]([Cl:47])[CH:40]=2)[C:5](=[O:6])[NH:4][CH2:3]1.[Li+].[Br-]>CC(C)=O>[CH3:1][CH:2]1[C:20](=[O:21])[O:19][CH:18]([CH2:22][CH:23]([CH3:25])[CH3:24])[C:16](=[O:17])[O:15][CH:14]([CH:26]([CH:28]2[O:37][CH:29]2[C:30]2[CH:31]=[CH:32][CH:33]=[CH:34][CH:35]=2)[CH3:27])[CH2:13][CH:12]=[CH:11][C:9](=[O:10])[NH:8][CH:7]([CH2:38][C:39]2[CH:44]=[CH:43][C:42]([O:45][CH3:46])=[C:41]([Cl:47])[CH:40]=2)[C:5](=[O:6])[NH:4][CH2:3]1 |f:1.2|. Procedure details: To a solution of Cryptophycin 8 (20 mg) in 1.0 mL of dry acetone(distilled from K2CO3) was added 20 mg of LiBr. The mixture was stirred for 24 h at 90° C. After cooling to room temperature, the solvent was evaporated and the residue was subjected to normal-phase HPLC using 50/50 EtOAc/hexane to give Cryptophycin 25 (5.2 mg) and Cryptophycin 37 (4.2 mg).